The task is: describe an organic reaction: reactants, conditions, products, and yield. This data is from the Open Reaction Database (ORD), a public repository of structured organic reaction records. Starting materials: O=C(O)c1cccc(B(O)O)c1, Brc1cccnc1, O=C([O-])[O-], CC#N, [K+], [K+], O. Product: O=C(O)c1cccc(-c2cccnc2)c1. Reaction SMILES: [B:1]([OH:2])([OH:3])[c:4]1[cH:5][c:6]([C:7](=[O:8])[OH:9])[cH:10][cH:11][cH:12]1.[Br:13][c:14]1[cH:15][n:16][cH:17][cH:18][cH:19]1.[C:20](=[O:21])([O-:22])[O-:23].[CH3:26][C:27]#[N:28].[K+:24].[K+:25].[OH2:29]>>[c:4]1(-[c:14]2[cH:15][n:16][cH:17][cH:18][cH:19]2)[cH:5][c:6]([C:7](=[O:8])[OH:9])[cH:10][cH:11][cH:12]1. Reactants: BrCCC1CCCC1, CC#N, NCc1ccccc1. Product: c1ccc(CNCCC2CCCC2)cc1. As a reaction SMILES: [Br:9][CH2:10][CH2:11][CH:12]1[CH2:13][CH2:14][CH2:15][CH2:16]1.[CH3:17][C:18]#[N:19].[c:1]1([CH2:7][NH2:8])[cH:2][cH:3][cH:4][cH:5][cH:6]1>>[c:1]1([CH2:7][NH:8][CH2:10][CH2:11][CH:12]2[CH2:13][CH2:14][CH2:15][CH2:16]2)[cH:2][cH:3][cH:4][cH:5][cH:6]1. The reactants are Cn1c([N+](=O)[O-])cnc1C1=CNN(Cl)S1, NC1CCCCC1, C1COCCO1. The product is Cn1c([N+](=O)[O-])cnc1C1=CNN(NC2CCCCC2)S1. Reaction SMILES: [Cl:1][N:2]1[S:3][C:4]([c:7]2[n:8]([CH3:15])[c:9]([N+:12](=[O:13])[O-:14])[cH:10][n:11]2)=[CH:5][NH:6]1.[NH2:16][CH:17]1[CH2:18][CH2:19][CH2:20][CH2:21][CH2:22]1.[O:23]1[CH2:24][CH2:25][O:26][CH2:27][CH2:28]1>>[N:2]1([NH:16][CH:17]2[CH2:18][CH2:19][CH2:20][CH2:21][CH2:22]2)[S:3][C:4]([c:7]2[n:8]([CH3:15])[c:9]([N+:12](=[O:13])[O-:14])[cH:10][n:11]2)=[CH:5][NH:6]1. Reactants: O[C@]1(O[C@@H](C[C@@H](C1)O)CCC1=CC=CC=C1)[C@H]1N(C(SC1)=O)CC1=CC=C(C=C1)OC ((R)-4-((2R,4S,6R)-2,4-dihydroxy-6-phenethyl-tetrahydro-2H-pyran-2-yl)-3-(4-methoxybenzyl)thiazolidin-2-one), O[C@]1(O[C@@H](C[C@@H](C1)O)CCCC=C)[C@H]1N(C(SC1)=O)CC1=CC=C(C=C1)OC ((R)-4-((2R,4S,6R)-2,4-dihydroxy-6-(pent-4-enyl)-tetrahydro-2H-pyran-2-yl)-3-(4-methoxybenzyl)thiazolidin-2-one). Yields the product O[C@@H]1C[C@](O[C@@H](C1)CCC1=CC=CC=C1)(OC)[C@H]1N(C(SC1)=O)CC1=CC=C(C=C1)OC ((R)-4-((2R,4S,6R)-4-Hydroxy-2-methoxy-6-phenethyl-tetrahydro-2H-pyran-2-yl)-3-(4-methoxybenzyl)thiazolidin-2-one). As a reaction SMILES: [OH:1][C@:2]1([C@@H:17]2[CH2:21][S:20][C:19](=[O:22])[N:18]2[CH2:23][C:24]2[CH:29]=[CH:28][C:27]([O:30][CH3:31])=[CH:26][CH:25]=2)[CH2:7][C@@H:6]([OH:8])[CH2:5][C@@H:4]([CH2:9][CH2:10][C:11]2[CH:16]=[CH:15][CH:14]=[CH:13][CH:12]=2)[O:3]1.O[C@:33]1([C@@H]2CSC(=O)N2CC2C=CC(OC)=CC=2)C[C@@H](O)C[C@@H](CCCC=C)O1>>[OH:8][C@H:6]1[CH2:5][C@@H:4]([CH2:9][CH2:10][C:11]2[CH:16]=[CH:15][CH:14]=[CH:13][CH:12]=2)[O:3][C@:2]([C@@H:17]2[CH2:21][S:20][C:19](=[O:22])[N:18]2[CH2:23][C:24]2[CH:29]=[CH:28][C:27]([O:30][CH3:31])=[CH:26][CH:25]=2)([O:1][CH3:33])[CH2:7]1. Procedure details: Application of the method shown in Example 13, with the modification that (R)-4-((2R,4S,6R)-2,4-dihydroxy-6-phenethyl-tetrahydro-2H-pyran-2-yl)-3-(4-methoxybenzyl)thiazolidin-2-one is substituted for (R)-4-((2R,4S,6R)-2,4-dihydroxy-6-(pent-4-enyl)-tetrahydro-2H-pyran-2-yl)-3-(4-methoxybenzyl)thiazolidin-2-one, affords the title compound. Reactants: C(C=CC1=CC=CC=C1)O (cinnamyl alcohol), [Cr](=O)(=O)([O-])Cl.[NH+]1=C(C=CC=C1)C1=[NH+]C=CC=C1.[Cr](=O)(=O)([O-])Cl (2,2'-bipyridinium chlorochromate), CCOCC (ether). The solvent is ClCCl (dichloromethane), ClCCl (dichloromethane). Product: C(C=CC1=CC=CC=C1)=O (cinnamaldehyde). RXN SMILES: [CH2:1]([OH:10])[CH:2]=[CH:3][C:4]1[CH:9]=[CH:8][CH:7]=[CH:6][CH:5]=1.[Cr](Cl)([O-])(=O)=O.[NH+]1C=CC=CC=1C1C=CC=C[NH+]=1.[Cr](Cl)([O-])(=O)=O.CCOCC>ClCCl>[CH:1](=[O:10])[CH:2]=[CH:3][C:4]1[CH:9]=[CH:8][CH:7]=[CH:6][CH:5]=1 |f:1.2.3|. Reported procedure: To 10 ml of dichloromethane is added 0.5 g. (3.73 mmoles) of cinnamyl alcohol. The resulting mixture is added to a stirred suspension of 3.37 g. (11.5 mmoles) of 2,2'-bipyridinium chlorochromate in 15 ml of dichloromethane. The resulting mixture is stirred for four hours after which 15 ml of anhydrous ether is added. The resulting product is filtered through a Hirsch funnel packed 1-2 cm deep with Celite® using ether as a wash solvent. The resulting clear filtrate is washed with 5% hydrochloric ... Reactants: [Al+3], CCCCCCCCS, CCOC(=O)CCc1cc2cc(OC)ccc2o1, CCOC(=O)CCC1Cc2cc(OC)ccc2O1, Cc1ccccc1, CCOC(C)=O, [Cl-], [Cl-], [Cl-], O. Yields the product CCOC(=O)CCc1cc2cc(O)ccc2o1. RXN SMILES: [Al+3:2].[CH2:5]([SH:6])[CH2:7][CH2:8][CH2:9][CH2:10][CH2:11][CH2:12][CH3:13].[CH3:14][O:15][c:16]1[cH:17][cH:18][c:19]2[c:20]([cH:21][c:22]([CH2:24][CH2:25][C:26](=[O:27])[O:28][CH2:29][CH3:30])[o:23]2)[cH:31]1.[CH3:32][O:33][c:34]1[cH:35][cH:36][c:37]2[c:48]([cH:49]1)[CH2:47][CH:39]([CH2:40][CH2:41][C:42]([O:43][CH2:44][CH3:45])=[O:46])[O:38]2.[CH3:50][c:51]1[cH:52][cH:53][cH:54][cH:55][cH:56]1.[CH3:57][CH2:58][O:59][C:60](=[O:61])[CH3:62].[Cl-:1].[Cl-:3].[Cl-:4].[OH2:63]>>[OH:15][c:16]1[cH:17][cH:18][c:19]2[c:20]([cH:21][c:22]([CH2:24][CH2:25][C:26](=[O:27])[O:28][CH2:29][CH3:30])[o:23]2)[cH:31]1. Starting materials: NC(CCCC(=O)OC)C=1C(=NC=NC1OC)OC (methyl 5-amino-5-(4,6-dimethoxypyrimidin-5-yl)pentanoate), C1(=CC=CC=C1)C=1SC=C(N1)C=O (2-phenylthiazole-4-carbaldehyde). The product is COC1=NC=NC(=C1C1CCCC(N1CC=1N=C(SC1)C1=CC=CC=C1)=O)OC (6-(4,6-dimethoxypyrimidin-5-yl)-1-((2-phenylthiazol-4-yl)methyl)piperidin-2-one). As a reaction SMILES: [NH2:1][CH:2]([C:10]1[C:11]([O:18][CH3:19])=[N:12][CH:13]=[N:14][C:15]=1[O:16][CH3:17])[CH2:3][CH2:4][CH2:5][C:6]([O:8]C)=O.[C:20]1([C:26]2[S:27][CH:28]=[C:29]([CH:31]=O)[N:30]=2)[CH:25]=[CH:24][CH:23]=[CH:22][CH:21]=1>>[CH3:19][O:18][C:11]1[C:10]([CH:2]2[N:1]([CH2:31][C:29]3[N:30]=[C:26]([C:20]4[CH:21]=[CH:22][CH:23]=[CH:24][CH:25]=4)[S:27][CH:28]=3)[C:6](=[O:8])[CH2:5][CH2:4][CH2:3]2)=[C:15]([O:16][CH3:17])[N:14]=[CH:13][N:12]=1. Reported procedure: Prepared according to the described general procedure 1 (GP1) by reaction of methyl 5-amino-5-(4,6-dimethoxypyrimidin-5-yl)pentanoate with commercially available 2-phenylthiazole-4-carbaldehyde. Subsequent purification by preparative HPLC afforded the target compound. LC-MS (conditions A): tR=0.77 min.; [M+H]+: 410.79 g/mol. Starting materials: C(C1=CC=CC=C1)(C1=CC=CC=C1)N1CC(C1)=C(S(=O)(=O)C)C1=CC(=CC=C1)N(C)C(=O)OC(C)(C)C (1-benzhydryl-3-{[3-(N-tert-butyloxycarbonyl-N-methylamino)phenyl](methyl-sulfonyl)methylene}azetidine), solution. Run in O1CCOCC1 (dioxane), O1CCOCC1 (dioxane). Reaction conditions: time 18 hour. Yields the product C(C1=CC=CC=C1)(C1=CC=CC=C1)N1CC(C1)=C(S(=O)(=O)C)C1=CC(=CC=C1)NC (1-benzhydryl-3-[(3-methylaminophenyl)(methylsulfonyl)methylene]azetidine). Isolated yield 66.1%. RXN SMILES: [CH:1]([N:14]1[CH2:17][C:16](=[C:18]([C:23]2[CH:28]=[CH:27][CH:26]=[C:25]([N:29](C(OC(C)(C)C)=O)[CH3:30])[CH:24]=2)[S:19]([CH3:22])(=[O:21])=[O:20])[CH2:15]1)([C:8]1[CH:13]=[CH:12][CH:11]=[CH:10][CH:9]=1)[C:2]1[CH:7]=[CH:6][CH:5]=[CH:4][CH:3]=1>O1CCOCC1>[CH:1]([N:14]1[CH2:15][C:16](=[C:18]([C:23]2[CH:28]=[CH:27][CH:26]=[C:25]([NH:29][CH3:30])[CH:24]=2)[S:19]([CH3:22])(=[O:21])=[O:20])[CH2:17]1)([C:8]1[CH:9]=[CH:10][CH:11]=[CH:12][CH:13]=1)[C:2]1[CH:3]=[CH:4][CH:5]=[CH:6][CH:7]=1. Reported procedure: A mixture of 0.3 g of 1-benzhydryl-3-{[3-(N-tert-butyloxycarbonyl-N-methylamino)phenyl](methyl-sulfonyl)methylene}azetidine, 4 cm3 of a 4.7 N solution of hydrochloric dioxane and 4 cm3 of dioxane is stirred for 18 hours at room temperature. The reaction medium is concentrated to dryness under reduced pressure (2.7 kPa). The residue is taken up in 100 cm3 of water and 20 cm3 of diethyl ether. The aqueous phase is alkalinized with 30 cm3 of an aqueous sodium bicarbonate solution. The organic phase... The reactants are ClC=1C(=NC2=CC=C(C=C2N1)C(=O)OC)C1=CC=C(C=C1)F (methyl 3-chloro-2-(4-fluorophenyl)quinoxaline-6-carboxylate). The solvent is C1(=CC=CC=C1)[C@H](C)N ((S)-1-phenylethanamine). Product: FC1=CC=C(C=C1)C1=NC2=CC=C(C=C2N=C1N[C@@H](C)C1=CC=CC=C1)C(=O)OC ((S)-methyl 2-(4-fluorophenyl)-3-(1-phenylethylamino)quinoxaline-6-carboxylate). The yield is 87.4%. Reaction SMILES: Cl[C:2]1[C:3]([C:16]2[CH:21]=[CH:20][C:19]([F:22])=[CH:18][CH:17]=2)=[N:4][C:5]2[C:10]([N:11]=1)=[CH:9][C:8]([C:12]([O:14][CH3:15])=[O:13])=[CH:7][CH:6]=2>C1([C@@H](N)C)C=CC=CC=1>[F:22][C:19]1[CH:20]=[CH:21][C:16]([C:3]2[C:2]([NH:4][C@H:3]([C:16]3[CH:21]=[CH:20][CH:19]=[CH:18][CH:17]=3)[CH3:2])=[N:11][C:10]3[C:5](=[CH:6][CH:7]=[C:8]([C:12]([O:14][CH3:15])=[O:13])[CH:9]=3)[N:4]=2)=[CH:17][CH:18]=1. Procedure: The solution of methyl 3-chloro-2-(4-fluorophenyl)quinoxaline-6-carboxylate (180 mg, 0.57 mmol) in (S)-1-phenylethanamine (2 mL) was stirred overnight at 95° C., and then purified via silica gel column chromatography (1%-2% ethyl acetate in petroleum ether) to afford (S)-methyl 2-(4-fluorophenyl)-3-(1-phenylethylamino)quinoxaline-6-carboxylate as yellow oil (100 mg, 44%). Reactants: BrC=1C=C(C=CC1)C1=NC2=C3C(=C4C(=C2C=C1)C=CC=C4)C=CC=C3 (2-(3-bromophenyl)dibenzo[f,h]quinoline), C1=CC=C(C=2SC3=C(C21)C=CC=C3)C=3C=C(C=CC3)B(O)O (3-(dibenzothiophen-4-yl)phenylboronic acid), C1(=C(C=CC=C1)P(C1=C(C=CC=C1)C)C1=C(C=CC=C1)C)C (tri(ortho-tolyl)phosphine), aqueous solution, C([O-])([O-])=O.[K+].[K+] (potassium carbonate). Reagents/catalysts: C(C)(=O)[O-].[Pd+2].C(C)(=O)[O-] (palladium(II) acetate). Run in C1(=CC=CC=C1)C (toluene), O (water), C(C)O (ethanol), C1(=CC=CC=C1)C (toluene), CO (methanol). Yields the product C1=CC=C(C=2SC3=C(C21)C=CC=C3)C=3C=C(C=CC3)C=3C=C(C=CC3)C3=NC2=C1C(=C4C(=C2C=C3)C=CC=C4)C=CC=C1 (2-{3-[3-(dibenzothiophen-4-yl)phenyl]phenyl}dibenzo[f,h]quinoline). The yield is 61.5%. RXN SMILES: Br[C:2]1[CH:3]=[C:4]([C:8]2[CH:17]=[CH:16][C:15]3[C:10](=[C:11]4[CH:25]=[CH:24][CH:23]=[CH:22][C:12]4=[C:13]4[CH:21]=[CH:20][CH:19]=[CH:18][C:14]4=3)[N:9]=2)[CH:5]=[CH:6][CH:7]=1.[CH:26]1[C:34]2[C:33]3[CH:35]=[CH:36][CH:37]=[CH:38][C:32]=3[S:31][C:30]=2[C:29]([C:39]2[CH:40]=[C:41](B(O)O)[CH:42]=[CH:43][CH:44]=2)=[CH:28][CH:27]=1.C1(C)C=CC=CC=1P(C1C=CC=CC=1C)C1C=CC=CC=1C.C(=O)([O-])[O-].[K+].[K+]>C([O-])(=O)C.[Pd+2].C([O-])(=O)C.CO.C1(C)C=CC=CC=1.O.C(O)C>[CH:26]1[C:34]2[C:33]3[CH:35]=[CH:36][CH:37]=[CH:38][C:32]=3[S:31][C:30]=2[C:29]([C:39]2[CH:40]=[C:41]([C:2]3[CH:3]=[C:4]([C:8]4[CH:17]=[CH:16][C:15]5[C:10](=[C:11]6[CH:25]=[CH:24][CH:23]=[CH:22][C:12]6=[C:13]6[CH:21]=[CH:20][CH:19]=[CH:18][C:14]6=5)[N:9]=4)[CH:5]=[CH:6][CH:7]=3)[CH:42]=[CH:43][CH:44]=2)=[CH:28][CH:27]=1 |f:3.4.5,6.7.8|. Reported procedure: In a 50-mL three-neck flask, 0.56 g (1.5 mmol) of 2-(3-bromophenyl)dibenzo[f,h]quinoline, 0.46 g (1.5 mmol) of 3-(dibenzothiophen-4-yl)phenylboronic acid, 58 mg (0.19 mmol) of tri(ortho-tolyl)phosphine, 15 mL of toluene, 1.5 mL of ethanol, and 1.5 mL of a 2M aqueous solution of potassium carbonate were put. The mixture was degassed by being stirred under reduced pressure, and the air in the flask was replaced with nitrogen. Then, 17 mg (77 μmol) of palladium(II) acetate was added to this mixture...